Dataset: the Open Reaction Database (ORD), a public repository of structured organic reaction records. Task: describe an organic reaction: reactants, conditions, products, and yield The reactants are FC1C(CCC1)OC=1C=C(C(=O)O)C=CC1OC (3-(2-fluorocyclopentyloxy)-4-methoxybenzoic acid), S(=O)(Cl)Cl (thionyl chloride). Solvent: C1(=CC=CC=C1)C (toluene). Reaction conditions: temperature 60 celsius. Yields the product FC1C(CCC1)OC=1C=C(C(=O)Cl)C=CC1OC (3-(2-fluorocyclopentyl-oxy)-4-methoxybenzoyl chloride). As a reaction SMILES: [F:1][CH:2]1[CH2:6][CH2:5][CH2:4][CH:3]1[O:7][C:8]1[CH:9]=[C:10]([CH:14]=[CH:15][C:16]=1[O:17][CH3:18])[C:11](O)=[O:12].S(Cl)([Cl:21])=O>C1(C)C=CC=CC=1>[F:1][CH:2]1[CH2:6][CH2:5][CH2:4][CH:3]1[O:7][C:8]1[CH:9]=[C:10]([CH:14]=[CH:15][C:16]=1[O:17][CH3:18])[C:11]([Cl:21])=[O:12]. Procedure: A suspension of 3-(2-fluorocyclopentyloxy)-4-methoxybenzoic acid (0.48 g) in toluene (20 mL) is treated with thionyl chloride (0.34 g) and then is heated at 60° C. for 3 hours, and cooled and evaporated to give 3-(2-fluorocyclopentyl-oxy)-4-methoxybenzoyl chloride. The reactants are C(#N)C=1C(=CC(=NC1)NC(=O)N1CCCC2=CC(=C(N=C12)C(OC)OC)N1C(C(CC1)C)=O)NCCOC ((racemic) N-(5-cyano-4-((2-methoxyethyl)amino)pyridin-2-yl)-7-(dimethoxymethyl)-6-(3-methyl-2-oxopyrrolidin-1-yl)-3,4-dihydro-1,8-naphthyridine-1(2H)-carboxamide), C(#N)C=1C(=CC(=NC1)NC(=O)N1CCCC2=CC(=C(N=C12)C(OC)OC)N1C(C(CC1)C)=O)NCCOC ((racemic) N-(5-cyano-4-((2-methoxyethyl)amino)pyridin-2-yl)-7-(dimethoxymethyl)-6-(3-methyl-2-oxopyrrolidin-1-yl)-3,4-dihydro-1,8-naphthyridine-1(2H)-carboxamide), Cl (HCl). Run in C1CCOC1 (THF), O (water). Conditions: time 4 hour. Product: C(#N)C=1C(=CC(=NC1)NC(=O)N1CCCC2=CC(=C(N=C12)C=O)N1C(C(CC1)C)=O)NCCOC ((racemic) N-(5-cyano-4-((2-methoxyethyl)amino)pyridin-2-yl)-7-formyl-6-(3-methyl-2-oxopyrrolidin-1-yl)-3,4-dihydro-1,8-naphthyridine-1(2H)-carboxamide). As a reaction SMILES: [C:1]([C:3]1[C:4]([NH:34][CH2:35][CH2:36][O:37][CH3:38])=[CH:5][C:6]([NH:9][C:10]([N:12]2[C:21]3[C:16](=[CH:17][C:18]([N:27]4[CH2:31][CH2:30][CH:29]([CH3:32])[C:28]4=[O:33])=[C:19]([CH:22](OC)[O:23]C)[N:20]=3)[CH2:15][CH2:14][CH2:13]2)=[O:11])=[N:7][CH:8]=1)#[N:2].Cl>C1COCC1.O>[C:1]([C:3]1[C:4]([NH:34][CH2:35][CH2:36][O:37][CH3:38])=[CH:5][C:6]([NH:9][C:10]([N:12]2[C:21]3[C:16](=[CH:17][C:18]([N:27]4[CH2:31][CH2:30][CH:29]([CH3:32])[C:28]4=[O:33])=[C:19]([CH:22]=[O:23])[N:20]=3)[CH2:15][CH2:14][CH2:13]2)=[O:11])=[N:7][CH:8]=1)#[N:2]. Procedure details: To a solution of (racemic) N-(5-cyano-4-((2-methoxyethyl)amino)pyridin-2-yl)-7-(dimethoxymethyl)-6-(3-methyl-2-oxopyrrolidin-1-yl)-3,4-dihydro-1,8-naphthyridine-1(2H)-carboxamide (intermediate 330, 63 mg, 0.120 mmol) in THF (0.9 ml) and water (0.3 mL) was added 37% aqueous HCl (0.1 mL, 3.29 mmol) at room temperature and the reaction mixture was stirred for 4 h. The reaction mixture was quenched by the addition of saturated aqueous Na2CO3 and diluted with DCM. Phases were separated and the water ... The reactants are OCC=1C2=C(N=C(N1)C)N(C(CC2)=O)CC2=CC=C(C=C2)C2=C(C=CC=C2)C2=NN=NN2C(C)(C)C (4-hydroxymethyl-2-methyl-8-[2'-(1-tert-butyl-1H-tetrazol-5-yl)biphenyl-4-ylmethyl]-5,8-dihydro-6H-pyrido[2,3-d]pyrimidin-7-one), CS(=O)(=O)O (methanesulfonic acid). The solvent is C1(=CC=CC=C1)C (toluene). Yields the product OCC=1C2=C(N=C(N1)C)N(C(CC2)=O)CC2=CC=C(C=C2)C2=C(C=CC=C2)C2=NN=NN2 (4-Hydroxymethyl-2-meth yl-8-[2'-(1H-tetrazol-5-yl)biphenyl-4-ylmethyl]-5,8-dihydro-6H-pyrido[2,3-d]pyrimidin-7-one). Yield: 19.3%. RXN SMILES: [OH:1][CH2:2][C:3]1[C:4]2[CH2:13][CH2:12][C:11](=[O:14])[N:10]([CH2:15][C:16]3[CH:21]=[CH:20][C:19]([C:22]4[CH:27]=[CH:26][CH:25]=[CH:24][C:23]=4[C:28]4[N:32](C(C)(C)C)[N:31]=[N:30][N:29]=4)=[CH:18][CH:17]=3)[C:5]=2[N:6]=[C:7]([CH3:9])[N:8]=1.CS(O)(=O)=O>C1(C)C=CC=CC=1>[OH:1][CH2:2][C:3]1[C:4]2[CH2:13][CH2:12][C:11](=[O:14])[N:10]([CH2:15][C:16]3[CH:17]=[CH:18][C:19]([C:22]4[CH:27]=[CH:26][CH:25]=[CH:24][C:23]=4[C:28]4[NH:32][N:31]=[N:30][N:29]=4)=[CH:20][CH:21]=3)[C:5]=2[N:6]=[C:7]([CH3:9])[N:8]=1. Procedure: A mixture of 4-hydroxymethyl-2-methyl-8-[2'-(1-tert-butyl-1H-tetrazol-5-yl)biphenyl-4-ylmethyl]-5,8-dihydro-6H-pyrido[2,3-d]pyrimidin-7-one (550 mg, 1.14 mmol), methanesulfonic acid (1.10 g, 11.40 mmol), and toluene (10 mL) was heated under reflux for 4 days. The mixture was concentrated, 1N KOH (11.4 mL) was added, and the mixture was extracted with CHCl3 (discarded). The aqueous phase was acidified to pH4-5 with 1N HCl and extracted with CHCl3. The extracts were dried and concentrated to give ...